Dataset: the Open Reaction Database (ORD), a public repository of structured organic reaction records. Task: describe an organic reaction: reactants, conditions, products, and yield The reactants are ClCCCl, CCOC(=O)NC(C(=O)O)C(C)C, CN(C)C=O, On1nnc2ccccc21, COC(=O)NC(C(=O)NC(Cc1ccccc1)C(O)CN(N)Cc1ccc(-c2nccs2)cc1)C(C)C. The product is CCOC(=O)NC(C(=O)NN(Cc1ccc(-c2nccs2)cc1)CC(O)C(Cc1ccccc1)NC(=O)C(NC(=O)OC)C(C)C)C(C)C. RXN SMILES: [CH2:14]([Cl:15])[CH2:16][Cl:17].[CH2:1]([CH3:2])[O:3][C:4](=[O:5])[NH:6][CH:7]([CH:8]([CH3:9])[CH3:10])[C:11](=[O:12])[OH:13].[O:65]=[CH:66][N:67]([CH3:68])[CH3:69].[OH:18][n:19]1[c:20]2[c:21]([cH:22][cH:23][cH:24][cH:25]2)[n:26][n:27]1.[s:28]1[c:29](-[c:33]2[cH:34][cH:35][c:36]([CH2:39][N:40]([CH2:41][CH:42]([CH:43]([CH2:44][c:45]3[cH:46][cH:47][cH:48][cH:49][cH:50]3)[NH:51][C:52]([CH:53]([NH:54][C:55](=[O:56])[O:57][CH3:58])[CH:59]([CH3:60])[CH3:61])=[O:62])[OH:63])[NH2:64])[cH:37][cH:38]2)[n:30][cH:31][cH:32]1>>[CH2:1]([CH3:2])[O:3][C:4](=[O:5])[NH:6][CH:7]([CH:8]([CH3:9])[CH3:10])[C:11](=[O:13])[NH:64][N:40]([CH2:39][c:36]1[cH:35][cH:34][c:33](-[c:29]2[s:28][cH:32][cH:31][n:30]2)[cH:38][cH:37]1)[CH2:41][CH:42]([CH:43]([CH2:44][c:45]1[cH:46][cH:47][cH:48][cH:49][cH:50]1)[NH:51][C:52]([CH:53]([NH:54][C:55](=[O:56])[O:57][CH3:58])[CH:59]([CH3:60])[CH3:61])=[O:62])[OH:63]. Yields the product crude product, FC1=CC=C(C=C1)CN[C@H]1[C@H]([C@@H]2[C@H]3C[C@H]3[C@H]1CC2)C(=O)OC (rac-Methyl (1R,2R,4S,5S,6S,7R)-7-{[(4-fluorophenyl)methyl]amino}tricyclo[3.2.2.02,4]nonane-6-carboxylate). Run at temperature 25 celsius, time 16 hour. Procedure details: rac-Methyl (1R,2R,4S,5S,6S,7R)-7-aminotricyclo[3.2.02,4]nonane-6-carboxylate hydrochloride (0.43 g, 1.85 mmol) was dissolved in methanol (10 mL). Sodium acetate (0.30 g, 3.70 mmol) was added followed by 4 Å powdered molecular sieves (0.40 g) and 4-fluoro-benzaldehyde (0.20 mL, 1.85 mmol). Sodium cyanoborohydride (0.23 g, 3.70 mmol) was added and the mixture was stirred at 25° C. for 16 h. The mixture was poured into a mixture of saturated aqueous sodium bicarbonate solution (20 mL) and ethyl ace... Solvent: CO (methanol), C(C)(=O)OCC (ethyl acetate). Reaction SMILES: Cl.[CH3:2][CH2:3][CH2:4][CH2:5][CH2:6][CH:7]([C:11]([OH:13])=[O:12])[CH2:8][CH2:9][CH3:10].[C:14]([O-])(=O)C.[Na+].[F:19][C:20]1[CH:27]=[CH:26][C:23](C=O)=[CH:22][CH:21]=1.[C:28]([BH3-])#[N:29].[Na+].C(=O)(O)[O-].[Na+]>CO.C(OCC)(=O)C>[F:19][C:20]1[CH:27]=[CH:26][C:23]([CH2:28][NH:29][C@@H:6]2[C@@H:5]3[CH2:10][CH2:9][C@@H:8]([C@@H:2]4[C@H:4]3[CH2:3]4)[C@@H:7]2[C:11]([O:13][CH3:14])=[O:12])=[CH:22][CH:21]=1 |f:0.1,2.3,5.6,7.8|. The reactants are Cl.CCCCCC(CCC)C(=O)O (nonane-6-carboxylate hydrochloride), FC1=CC=C(C=O)C=C1 (4-fluoro-benzaldehyde), C(#N)[BH3-].[Na+] (Sodium cyanoborohydride), C([O-])(O)=O.[Na+] (sodium bicarbonate), C(C)(=O)[O-].[Na+] (Sodium acetate). The reactants are S(=O)(=O)([O-])C1=CC=C(C)C=C1 (tosylate), C(CCC)O (butanol), CN(CCCN)C (3-(dimethylamino)propylamine), S(=O)(=O)([O-])C1=CC=C(C)C=C1 (tosylate). The product is CN(CCCNCC1OC2=C(C1)C=CC=C2)C (N,N-dimethyl-N'-(2,3-dihydrobenzofuran-2-ylmethyl)-1,3-propanediamine). RXN SMILES: S([C:5]1[CH:11]=[CH:10][C:8]([CH3:9])=[CH:7][CH:6]=1)([O-])(=O)=O.[CH3:12][N:13]([CH3:18])[CH2:14][CH2:15][CH2:16][NH2:17].[CH2:19]([OH:23])[CH2:20]CC>>[CH3:12][N:13]([CH3:18])[CH2:14][CH2:15][CH2:16][NH:17][CH2:20][CH:19]1[CH2:9][C:8]2[CH:7]=[CH:6][CH:5]=[CH:11][C:10]=2[O:23]1. Procedure details: Finally, 23.5 g (0.075 mol) of the above tosylate and 38.6 g (0.378 mol) of 3-(dimethylamino)propylamine were suspended in 150 ml of butanol, and the mixture was brought to reflux until the tosylate had disappeared. Starting materials: FC1=NC(=CC=C1B(O)O)OCCCCCCCC (2-fluoro-6-octyloxypyridine-3-boronic acid), BrC1=CC=C(C=C1)OCCCCCCCC (1-bromo-4-octyloxybenzene), C([O-])([O-])=O.[Na+].[Na+] (sodium carbonate), C(C)O (ethanol). The reagents and catalysts are C=1C=CC(=CC1)[P](C=2C=CC=CC2)(C=3C=CC=CC3)[Pd]([P](C=4C=CC=CC4)(C=5C=CC=CC5)C=6C=CC=CC6)([P](C=7C=CC=CC7)(C=8C=CC=CC8)C=9C=CC=CC9)[P](C=1C=CC=CC1)(C=1C=CC=CC1)C=1C=CC=CC1 (tetrakis(triphenylphosphine)palladium(0)). Run in C1=CC=CC=C1 (benzene), O (water), C(C)OCC (diethyl ether). Yields the product FC1=NC(=CC=C1C1=CC=C(C=C1)OCCCCCCCC)OCCCCCCCC (2-fluoro-6-octyloxy3-(4-octyloxyphenyl)pyridine). The yield is 41.5%. As a reaction SMILES: [F:1][C:2]1[C:7](B(O)O)=[CH:6][CH:5]=[C:4]([O:11][CH2:12][CH2:13][CH2:14][CH2:15][CH2:16][CH2:17][CH2:18][CH3:19])[N:3]=1.Br[C:21]1[CH:26]=[CH:25][C:24]([O:27][CH2:28][CH2:29][CH2:30][CH2:31][CH2:32][CH2:33][CH2:34][CH3:35])=[CH:23][CH:22]=1.C(=O)([O-])[O-].[Na+].[Na+].C(O)C>C1C=CC=CC=1.C1C=CC([P]([Pd]([P](C2C=CC=CC=2)(C2C=CC=CC=2)C2C=CC=CC=2)([P](C2C=CC=CC=2)(C2C=CC=CC=2)C2C=CC=CC=2)[P](C2C=CC=CC=2)(C2C=CC=CC=2)C2C=CC=CC=2)(C2C=CC=CC=2)C2C=CC=CC=2)=CC=1.C(OCC)C.O>[F:1][C:2]1[C:7]([C:21]2[CH:26]=[CH:25][C:24]([O:27][CH2:28][CH2:29][CH2:30][CH2:31][CH2:32][CH2:33][CH2:34][CH3:35])=[CH:23][CH:22]=2)=[CH:6][CH:5]=[C:4]([O:11][CH2:12][CH2:13][CH2:14][CH2:15][CH2:16][CH2:17][CH2:18][CH3:19])[N:3]=1 |f:2.3.4,^1:54,56,75,94|. Procedure: 2.00 g (7.44 mmol) of 2-fluoro-6-octyloxypyridine-3-boronic acid, 1.64 g (5.72 mmol) of 1-bromo-4-octyloxybenzene, 0.26 g (0.22 mmol) of tetrakis(triphenylphosphine)palladium(0) and 11.16 ml (22.32 mmol) of 2-molar sodium carbonate solution are refluxed in 20 ml of benzene and 10 ml of ethanol for 6 hours. After distributing the reaction mixture between water and diethyl ether, the organic phase is washed with water, dried over sodium sulfate, filtered and concentrated. Purification of the resid... Starting materials: C1(CCCC1)N1CCC(CC1)OS(=O)(=O)C (methanesulfonic acid 1-cyclopentyl-piperidin-4-yl ester), OC1=CC=C(C=C1)C1(CCOCC1)C#N (4-(4-Hydroxy-phenyl)-tetrahydro-pyran-4-carbonitrile), [H-].[Na+] (NaH). The solvent is CN(C)C=O (DMF), CC(C)(C)OC (TBME), O (water), [OH-].[Na+] (NaOH), CN(C)C=O (DMF), CN(C)C=O (DMF). Run at temperature 75 celsius, time 1 hour. Yields the product C1(CCCC1)N1CCC(CC1)OC1=CC=C(C=C1)C1(CCOCC1)C#N (4-[4-(1-Cyclopentylpiperidin-4-yloxy)phenyl]tetrahydropyran-4-carbonitrile). Isolated yield 12.6%. Reaction SMILES: [OH:1][C:2]1[CH:7]=[CH:6][C:5]([C:8]2([C:14]#[N:15])[CH2:13][CH2:12][O:11][CH2:10][CH2:9]2)=[CH:4][CH:3]=1.[H-].[Na+].[CH:18]1([N:23]2[CH2:28][CH2:27][CH:26](OS(C)(=O)=O)[CH2:25][CH2:24]2)[CH2:22][CH2:21][CH2:20][CH2:19]1>CN(C=O)C.CC(OC)(C)C.O.[OH-].[Na+]>[CH:18]1([N:23]2[CH2:28][CH2:27][CH:26]([O:1][C:2]3[CH:7]=[CH:6][C:5]([C:8]4([C:14]#[N:15])[CH2:13][CH2:12][O:11][CH2:10][CH2:9]4)=[CH:4][CH:3]=3)[CH2:25][CH2:24]2)[CH2:19][CH2:20][CH2:21][CH2:22]1 |f:1.2,7.8|. Procedure: 4-(4-Hydroxy-phenyl)-tetrahydro-pyran-4-carbonitrile (459 mg, 2.26 mmol) in DMF (2 ml) was added to a solution of NaH (100 mg, 2.5 mmol) in DMF (2 ml) at room temperature under N2. The reaction was stirred for 1 hr and a solution of methanesulfonic acid 1-cyclopentyl-piperidin-4-yl ester (447 mg, 1.81 mmol) in DMF (1.3 ml) was slowly added. The reaction was heated to 75° C. and stirred for 6 hrs. The reaction was allowed to cool to room temperature and diluted with TBME (20 ml), water (10 ml) an... Product: COC=1C=CC2=C(SC(=C2C(C2=CC=C(C=C2)OCCN2CCCCC2)=O)C2=CC=C(C=C2)OC)C1 (6-methoxy-2-(4-methoxyphenyl)-3-[4-(2-piperidinoethoxy)benzoyl]benzo[b]thiophene). The reactants are OC=1C=CC2=C(SC(=C2C(C2=CC=C(C=C2)OCCN2CCCCC2)=O)C2=CC=C(C=C2)OC(C)C)C1 (6-hydroxy-2-(4-isopropoxyphenyl)-3-[4-(2-piperidinoethoxy)benzoyl]benzo[b]thiophene), C(CCC(=O)[O-])(=O)[O-] (succinate). As a reaction SMILES: [OH:1][C:2]1[CH:3]=[CH:4][C:5]2[C:9]([C:10](=[O:26])[C:11]3[CH:16]=[CH:15][C:14]([O:17][CH2:18][CH2:19][N:20]4[CH2:25][CH2:24][CH2:23][CH2:22][CH2:21]4)=[CH:13][CH:12]=3)=[C:8]([C:27]3[CH:32]=[CH:31][C:30]([O:33][CH:34](C)C)=[CH:29][CH:28]=3)[S:7][C:6]=2[CH:37]=1.[C:38]([O-])(=O)CCC([O-])=O>>[CH3:38][O:1][C:2]1[CH:3]=[CH:4][C:5]2[C:9]([C:10](=[O:26])[C:11]3[CH:16]=[CH:15][C:14]([O:17][CH2:18][CH2:19][N:20]4[CH2:21][CH2:22][CH2:23][CH2:24][CH2:25]4)=[CH:13][CH:12]=3)=[C:8]([C:27]3[CH:32]=[CH:31][C:30]([O:33][CH3:34])=[CH:29][CH:28]=3)[S:7][C:6]=2[CH:37]=1. Procedure details: 6-hydroxy-2-(4-isopropoxyphenyl)-3-[4-(2-piperidinoethoxy)benzoyl]benzo[b]thiophene, succinate